The task is: describe an organic reaction: reactants, conditions, products, and yield. This data is from the Open Reaction Database (ORD), a public repository of structured organic reaction records. The reactants are C(C)(C)(C)OC(=O)N[C@H](C(=O)O)C(C)C ((2S)-tert-butoxycarbonylamino-3-methylbutyric acid), C(C)(C)(C)OC(NC(C(C)(C)C)C(NC1C(CC2=CC=CC=C12)O)=O)=O ([1-(2-Hydroxy-indan-1-ylcarbamoyl)-2,2-dimethyl-propyl]-carbamic acid tert.butyl ester), ClNC([O-])=O (chlorocarbamate), C(C)(C)(C)OC(=O)NC(C(=O)O)C(C)(C)C (2-tert.butoxycarbonylamino-3,3-dimetylbutyric acid), N[C@H]1CCC2=CC=CC=C12 ((1S)-1-aminoindane), C(C)OC(=O)C1(C(C1)C=C)NC(=O)C1N(CC(C1)OC1=CC(=NC2=CC(=CC=C12)OC)C1=CC=CC=C1)C(NC(C(C)(C)C)C(NC1C(CC2=CC=CC=C12)O)=O)=O (1-{[1-[1-(2-Hydroxy-indan-1-ylcarbamoyl)-2,2-dimethyl-propylcarbamoyl]4-(7-methoxy-2-phenyl-quinolin-4-yloxy)-pyrrolidin e-2-carbonyl]-amino}-2-vinyl-cyclopropanecarboxylic acid ethyl ester). Product: [C@@H]1(CCC2=CC=CC=C12)NC(=O)[C@H](C(C)C)NC(=O)N1[C@@H](C[C@H](C1)OC1=CC(=NC2=CC(=CC=C12)OC)C1=CC=CC=C1)C(=O)N[C@]1([C@@H](C1)C=C)C(=O)O ((1R,2S)-1-{[(2S,4R)-1-[(1S)-1-((1S)-Indan-1-ylcarbamoyl)-2-methyl-propylcarbamoyl]-4-(7-methoxy-2-phenyl-quinolin-4-yloxy)-pyrrolidine-2-carbonyl]-amino}-2-vinyl-cyclopropanecarboxylic acid). The yield is 49.0%. As a reaction SMILES: C(OC(N[C@@H](C(C)C)C(O)=O)=O)(C)(C)C.C(OC(NC(C(C)(C)C)C(O)=O)=O)(C)(C)C.[NH2:32][C@@H:33]1[C:41]2[C:36](=[CH:37][CH:38]=[CH:39][CH:40]=2)[CH2:35][CH2:34]1.C(OC(=O)NC(C(=O)NC1C2C(=CC=CC=2)CC1O)C(C)(C)C)(C)(C)C.ClNC(=O)[O-].C([O:75][C:76]([C:78]1([NH:83][C:84]([CH:86]2[CH2:90][CH:89]([O:91][C:92]3[C:101]4[C:96](=[CH:97][C:98]([O:102][CH3:103])=[CH:99][CH:100]=4)[N:95]=[C:94]([C:104]4[CH:109]=[CH:108][CH:107]=[CH:106][CH:105]=4)[CH:93]=3)[CH2:88][N:87]2[C:110](=[O:130])[NH:111][CH:112]([C:117](=[O:129])NC2C3C(=CC=CC=3)CC2O)[C:113](C)([CH3:115])[CH3:114])=[O:85])[CH2:80][CH:79]1[CH:81]=[CH2:82])=[O:77])C>>[C@@H:33]1([NH:32][C:117]([C@@H:112]([NH:111][C:110]([N:87]2[CH2:88][C@H:89]([O:91][C:92]3[C:101]4[C:96](=[CH:97][C:98]([O:102][CH3:103])=[CH:99][CH:100]=4)[N:95]=[C:94]([C:104]4[CH:105]=[CH:106][CH:107]=[CH:108][CH:109]=4)[CH:93]=3)[CH2:90][C@H:86]2[C:84]([NH:83][C@:78]2([C:76]([OH:77])=[O:75])[CH2:80][C@H:79]2[CH:81]=[CH2:82])=[O:85])=[O:130])[CH:113]([CH3:115])[CH3:114])=[O:129])[C:41]2[C:36](=[CH:37][CH:38]=[CH:39][CH:40]=2)[CH2:35][CH2:34]1. Reported procedure: (2S)-tert-butoxycarbonylamino-3-methylbutyric acid was attached to the resin as described for the preparation of compound 16 followed by reaction with (1S)-1-aminoindane as described for the preparation of 17 and removal of the Boc group as described for 18. The afforded compound was then reacted with the chlorocarbamate achieved from 12 as described for the preparation of 13 which, after purification by HPLC, gave the title compound (22 mg, 49% yield), Purity by HPLC>90% M+H+732.2. The reactants are Cl.NO (hydroxylamine hydrochloride), C([O-])([O-])=O.[Na+].[Na+] (sodium carbonate), CO (methanol), COC(C(C(=O)OC)=CC1=CC=C(C=C1)OC1=NC=C(C=C1)NC(C1=CC(=C(C=C1)Cl)Cl)=O)=O (2-{4-[5-(3,4-dichlorobenzoylamino)pyridin-2-yloxy]benzylidene}malonic acid dimethyl ester). Solvent: O (water), C1CCOC1 (THF). Reaction conditions: temperature 60 celsius, time 8 hour. The product is ClC=1C=C(C(=O)NC=2C=NC(=CC2)OC2=CC=C(C=C2)C=C2C(NOC2=O)=O)C=CC1Cl (3,4-dichloro-N-{6-[4-(3,5-dioxoisoxazolidine-4-ylidenemethyl)phenoxy]pyridin-3-yl}benzamide). Reaction SMILES: Cl.[NH2:2]O.C(=O)([O-])[O-].[Na+].[Na+].C[O:11][C:12](=O)[C:13](=[CH:18][C:19]1[CH:24]=[CH:23][C:22]([O:25][C:26]2[CH:31]=[CH:30][C:29]([NH:32][C:33](=[O:42])[C:34]3[CH:39]=[CH:38][C:37]([Cl:40])=[C:36]([Cl:41])[CH:35]=3)=[CH:28][N:27]=2)=[CH:21][CH:20]=1)[C:14]([O:16]C)=[O:15].CO>O.C1COCC1>[Cl:41][C:36]1[CH:35]=[C:34]([CH:39]=[CH:38][C:37]=1[Cl:40])[C:33]([NH:32][C:29]1[CH:28]=[N:27][C:26]([O:25][C:22]2[CH:21]=[CH:20][C:19]([CH:18]=[C:13]3[C:14](=[O:15])[O:16][NH:2][C:12]3=[O:11])=[CH:24][CH:23]=2)=[CH:31][CH:30]=1)=[O:42] |f:0.1,2.3.4|. Reported procedure: To a solution of hydroxylamine hydrochloride (500 mg, 1.0 mmol) in water (0.2 mL) were added sodium carbonate (1.05 g, 9.91 mmol) and a solution of 2-{4-[5-(3,4-dichlorobenzoylamino)pyridin-2-yloxy]benzylidene}malonic acid dimethyl ester (500 mg, 1.0 mmol) in THF (5 mL). To the resulting solution was subsequently added methanol (5 mL) and stirred for 8 hours at 60° C. The reaction solution was concentrated under reduced pressure. Water was added to the residue, and extracted with ethyl acetate. ... Reactants: CN (MeNH2), C=1C=CC2=C(C1)N=NN2O (HOBt), CCN=C=NCCCN(C)C (EDCI), BrC1=C(C(=O)O)C=C(C(=C1)C(C)(C)C)OC (2-Bromo-4-tert-butyl-5-methoxybenzoic acid). The solvent is CN(C)C=O (DMF), Cl (HCl). Reaction conditions: time 8 hour. Yields the product BrC1=C(C(=O)NC)C=C(C(=C1)C(C)(C)C)OC (2-bromo-4-tert-butyl-5-methoxy-N-methyl-benzamide). Isolated yield 89.3%. Reaction SMILES: [Br:1][C:2]1[CH:10]=[C:9]([C:11]([CH3:14])([CH3:13])[CH3:12])[C:8]([O:15][CH3:16])=[CH:7][C:3]=1[C:4](O)=[O:5].CN.C1C=CC2N(O)N=[N:25][C:23]=2C=1.CCN=C=NCCCN(C)C>CN(C=O)C.Cl>[Br:1][C:2]1[CH:10]=[C:9]([C:11]([CH3:14])([CH3:13])[CH3:12])[C:8]([O:15][CH3:16])=[CH:7][C:3]=1[C:4]([NH:25][CH3:23])=[O:5]. Procedure details: step 1—To a solution of 58 (150 mg) in DMF (10 mL) cooled to 0° C. was added MeNH2 (0.52 mL, 2.0 M in THF,), HOBt (140 mg) and EDCI (200 mg). The reaction mixture was then stirred overnight at RT then diluted with 1N aq HCl solution and extracted with EtOAc. The organic layer was washed sequentially with water and brine, dried (Na2SO4), filtered and concentrated. The crude residue was purified by SiO2 chromatography eluting with a MeOH/DCM gradient (0 to 10% MeOH) to afford 140 mg of 2-bromo-4-t... Starting materials: FC=1C=C(C=CC1)OC(CCCCl)=O (4-chloro-butanoic acid 3-fluorophenyl ester), [Cl-].[Al+3].[Cl-].[Cl-] (aluminium chloride), O (water). Run in C(C)(=O)OCC (ethyl acetate). Conditions: temperature 100 celsius, time 2 hour. The product is FC=1C=C2C(CC(C2=C(C1)O)=O)C (5-fluoro-2,3-dihydro-7-hydroxy-3-methyl-1H-inden-1-one). RXN SMILES: [F:1][C:2]1[CH:3]=[C:4]([O:8]C(=O)CCCCl)[CH:5]=[CH:6][CH:7]=1.[Cl-].[Al+3].[Cl-].[Cl-].[OH2:19]>C(OCC)(=O)C>[F:1][C:2]1[CH:7]=[C:6]2[C:5](=[C:4]([OH:8])[CH:3]=1)[C:6](=[O:19])[CH2:7][CH:2]2[CH3:3] |f:1.2.3.4|. Procedure details: After the obtained 4-chloro-butanoic acid 3-fluorophenyl ester (35.33 g) was heated to 80° C., aluminium chloride (24.0 g) was added. The reaction mixture started to foam. After the foaming was reduced the mixture was stirred during 2 hours at 100° C. After cooling water and ethyl acetate were added and the mixture was heated on a steam bath After all the oil was dissolved the organic layer was separated and washed with water and brine. The solvent was removed and the residue was crystallized fr...